The task is: describe an organic reaction: reactants, conditions, products, and yield. This data is from the Open Reaction Database (ORD), a public repository of structured organic reaction records. Reactants: C(C)(C)(C)OC(N[C@@H]1C[C@H](CCC1)CO)=O (Racemic trans 3-hydroxymethyl-cyclohexyl-carbamic acid tert-butyl ester), Cl (HCl). The solvent is C(Cl)Cl (DCM), O1CCOCC1 (dioxane). Conditions: time 4 hour. Product: N[C@@H]1C[C@H](CCC1)CO (racemic trans-3-amino-cyclohexyl-methanol). Isolated yield 128.2%. As a reaction SMILES: C(OC(=O)[NH:7][C@H:8]1[CH2:13][CH2:12][CH2:11][C@H:10]([CH2:14][OH:15])[CH2:9]1)(C)(C)C.Cl>C(Cl)Cl.O1CCOCC1>[NH2:7][C@H:8]1[CH2:13][CH2:12][CH2:11][C@H:10]([CH2:14][OH:15])[CH2:9]1. Reported procedure: Racemic trans 3-hydroxymethyl-cyclohexyl-carbamic acid tert-butyl ester (0.9 g, 3.925 mmol) was dissolved in DCM and 4M HCl in dioxane (9.8 mL) was added. The resulting mixture was stirred at RT for 4 hours before being evaporated. The residue was dried under high vacuum to give 0.65 g of crude racemic trans-3-amino-cyclohexyl-methanol as white foam (>95% yield). Reactants: N1=CC=CC=C1 (pyridine), C1=C(C=CC2=CC=CC=C12)C(=O)Cl (2-naphthalenecarbonyl chloride), C(CO)O (Ethylene glycol), ice water. The solvent is C(Cl)Cl (methylene chloride), C(Cl)Cl (methylene chloride). The product is OCCOC(=O)C1=CC2=CC=CC=C2C=C1 (2-naphthoic acid 2-hydroxyethyl ester). The yield is 75.8%. Reaction SMILES: [CH2:1]([OH:4])[CH2:2][OH:3].N1C=CC=CC=1.[CH:11]1[C:20]2[C:15](=[CH:16][CH:17]=[CH:18][CH:19]=2)[CH:14]=[CH:13][C:12]=1[C:21](Cl)=[O:22]>C(Cl)Cl>[OH:3][CH2:2][CH2:1][O:4][C:21]([C:12]1[CH:13]=[CH:14][C:15]2[C:20](=[CH:19][CH:18]=[CH:17][CH:16]=2)[CH:11]=1)=[O:22]. Reported procedure: Ethylene glycol (15.6 g, 252 mmol) was dissolved in 100 mL of methylene chloride. To this solution, 3.49 g (44 mmol) of pyridine was added and the solution was cooled with ice water. To this solution being stirred, a solution containing 8.00 g (42 mmol) of 2-naphthalenecarbonyl chloride dissolved in 80 mL of methylene chloride was dropped over an hour. This solution was stirred for 2 hours and subsequently further stirred at room temperature for 6 hours. The resultant reaction solution was rinse... The reactants are nitro, FC1=C(OC2=C3C(=NC=C2)C=C(S3)C=3C=C(CCN(C(OC(C)(C)C)=O)CCOC)C=CC3)C=CC(=C1)[N+](=O)[O-] (tert-Butyl 3-(7-(2-fluoro-4-nitrophenoxy)thieno[3,2-b]pyridin-2-yl)phenethyl(2-methoxyethyl)carbamate), [Cl-].[NH4+] (ammonium chloride). Reagents/catalysts: [Zn] (zinc). Run in CO (methanol), O (water). Product: ethyl acetate hexanes, NC1=CC(=C(OC2=C3C(=NC=C2)C=C(S3)C=3C=C(CCN(C(OC(C)(C)C)=O)CCOC)C=CC3)C=C1)F (tert-Butyl 3-(7-(4-Amino-2-fluorophenoxy)thieno[3,2-b]pyridin-2-yl)phenethyl(2-methoxyethyl)carbamate). Isolated yield 85.8%. As a reaction SMILES: [F:1][C:2]1[CH:37]=[C:36]([N+:38]([O-])=O)[CH:35]=[CH:34][C:3]=1[O:4][C:5]1[CH:10]=[CH:9][N:8]=[C:7]2[CH:11]=[C:12]([C:14]3[CH:15]=[C:16]([CH:31]=[CH:32][CH:33]=3)[CH2:17][CH2:18][N:19]([CH2:27][CH2:28][O:29][CH3:30])[C:20](=[O:26])[O:21][C:22]([CH3:25])([CH3:24])[CH3:23])[S:13][C:6]=12.[Cl-].[NH4+]>CO.O.[Zn]>[NH2:38][C:36]1[CH:35]=[CH:34][C:3]([O:4][C:5]2[CH:10]=[CH:9][N:8]=[C:7]3[CH:11]=[C:12]([C:14]4[CH:15]=[C:16]([CH:31]=[CH:32][CH:33]=4)[CH2:17][CH2:18][N:19]([CH2:27][CH2:28][O:29][CH3:30])[C:20](=[O:26])[O:21][C:22]([CH3:25])([CH3:23])[CH3:24])[S:13][C:6]=23)=[C:2]([F:1])[CH:37]=1 |f:1.2|. Procedure details: To nitro compound 155 (0.44 g, 0.78 mmol) and zinc dust (0.65 g, 10 mmol) in methanol (50 mL) was added ammonium chloride (0.075 g, 1.4 mmol) in water (6 mL). The resulting mixture was heated to reflux for 2 h, then cooled, filtered through celite and concentrated. Silica gel chromatography (70% ethyl acetate/hexanes) afforded title compound 156 (0.36 g, 88% yield). MS (m/z): 538.3 (M+H). The reactants are O=C(O)c1cc(Cl)ccc1Oc1ccc(F)cn1, Cl, COC(=O)c1ccc(C(C)N)cc1. The product is COC(=O)c1ccc(C(C)NC(=O)c2cc(Cl)ccc2Oc2ccc(F)cn2)cc1. As a reaction SMILES: [Cl:1][c:2]1[cH:3][cH:4][c:5]([O:11][c:12]2[n:13][cH:14][c:15]([F:18])[cH:16][cH:17]2)[c:6]([C:7](=[O:8])[OH:9])[cH:10]1.[ClH:19].[NH2:20][CH:21]([CH3:22])[c:23]1[cH:24][cH:25][c:26]([C:27](=[O:28])[O:29][CH3:30])[cH:31][cH:32]1>>[Cl:1][c:2]1[cH:3][cH:4][c:5]([O:11][c:12]2[n:13][cH:14][c:15]([F:18])[cH:16][cH:17]2)[c:6]([C:7](=[O:9])[NH:20][CH:21]([CH3:22])[c:23]2[cH:24][cH:25][c:26]([C:27](=[O:28])[O:29][CH3:30])[cH:31][cH:32]2)[cH:10]1. Reactants: CCCCO, CCOC(C)=O, CCN(C(C)C)C(C)C, CCOc1cc(Nc2nc(Cl)ccc2[N+](=O)[O-])n[nH]1, Cl, CC(N)c1ccc(F)cn1. The product is CCOc1cc(Nc2nc(NC(C)c3ccc(F)cn3)ccc2[N+](=O)[O-])n[nH]1. As a reaction SMILES: [CH2:40]([OH:41])[CH2:42][CH2:43][CH3:44].[CH3:45][CH2:46][O:47][C:48](=[O:49])[CH3:50].[CH:31]([N:32]([CH:33]([CH3:34])[CH3:35])[CH2:36][CH3:37])([CH3:38])[CH3:39].[Cl:1][c:2]1[cH:3][cH:4][c:5]([N+:17](=[O:18])[O-:19])[c:6]([NH:8][c:9]2[n:10][nH:11][c:12]([O:14][CH2:15][CH3:16])[cH:13]2)[n:7]1.[ClH:20].[F:21][c:22]1[cH:23][cH:24][c:25]([CH:28]([CH3:29])[NH2:30])[n:26][cH:27]1>>[c:2]1([NH:30][CH:28]([c:25]2[cH:24][cH:23][c:22]([F:21])[cH:27][n:26]2)[CH3:29])[cH:3][cH:4][c:5]([N+:17](=[O:18])[O-:19])[c:6]([NH:8][c:9]2[n:10][nH:11][c:12]([O:14][CH2:15][CH3:16])[cH:13]2)[n:7]1. Reactants: ClC1=CC=C(C=C1)C1=CC(=NN1C1=C(C=CC=C1)OC)C1CC(OC(C1)(C)C)(C)C (5-(4-Chloro-phenyl)-1-(2-methoxy-phenyl)-3-(2,2,6,6-tetramethyl-tetrahydro-pyran-4-yl)-1H-pyrazole), C1CC(=O)N(C1=O)Br (NBS). The solvent is C(Cl)Cl (DCM). Run at time 30 minute. Product: BrC=1C(=NN(C1C1=CC=C(C=C1)Cl)C1=C(C=CC=C1)OC)C1CC(OC(C1)(C)C)(C)C (4-Bromo-5-(4-chlorophenyl)-1-(2-methoxyphenyl)-3-(2,2,6,6-tetramethyltetrahydro-2H-pyran-4-yl)-1H-pyrazole). Yield: 41.8%. As a reaction SMILES: [Cl:1][C:2]1[CH:7]=[CH:6][C:5]([C:8]2[N:12]([C:13]3[CH:18]=[CH:17][CH:16]=[CH:15][C:14]=3[O:19][CH3:20])[N:11]=[C:10]([CH:21]3[CH2:26][C:25]([CH3:28])([CH3:27])[O:24][C:23]([CH3:30])([CH3:29])[CH2:22]3)[CH:9]=2)=[CH:4][CH:3]=1.C1C(=O)N([Br:38])C(=O)C1>C(Cl)Cl>[Br:38][C:9]1[C:10]([CH:21]2[CH2:26][C:25]([CH3:28])([CH3:27])[O:24][C:23]([CH3:30])([CH3:29])[CH2:22]2)=[N:11][N:12]([C:13]2[CH:18]=[CH:17][CH:16]=[CH:15][C:14]=2[O:19][CH3:20])[C:8]=1[C:5]1[CH:6]=[CH:7][C:2]([Cl:1])=[CH:3][CH:4]=1. Reported procedure: To a solution of 5-(4-chlorophenyl)-1-(2-methoxyphenyl)-3-(2,2,6,6-tetramethyltetrahydro-2H-pyran-4-yl)-1H-pyrazole (80 mg, 0.19 mmol)(Example 1) in 2 mL of DCM was added NBS (33 mg, 0.19 mmol) and the mixture stirred for 30 mins at Rt. The crude product was purified by silica gel chromatography (Thomson Scientific 12-g cartridge, 2-20% EtOAc/heptane) to give 40 mg (40%) of the title compound.